Task: describe an organic reaction: reactants, conditions, products, and yield. Dataset: the Open Reaction Database (ORD), a public repository of structured organic reaction records Reactants: CCOC(C)=O, O=c1c(I)c(O)ccn1Cc1cccc(F)c1, Fc1ccc(CBr)cc1, [K+], [K+], O=C([O-])[O-], CN(C)C=O. Product: O=c1c(I)c(OCc2ccc(F)cc2)ccn1Cc1cccc(F)c1. Reaction SMILES: [CH3:38][CH2:39][O:40][C:41](=[O:42])[CH3:43].[F:1][c:2]1[cH:3][c:4]([CH2:5][n:6]2[c:7](=[O:14])[c:8]([I:13])[c:9]([OH:12])[cH:10][cH:11]2)[cH:15][cH:16][cH:17]1.[F:24][c:25]1[cH:26][cH:27][c:28]([CH2:29][Br:30])[cH:31][cH:32]1.[K+:18].[K+:19].[O-:20][C:21]([O-:22])=[O:23].[O:33]=[CH:34][N:35]([CH3:36])[CH3:37]>>[F:1][c:2]1[cH:3][c:4]([CH2:5][n:6]2[c:7](=[O:14])[c:8]([I:13])[c:9]([O:12][CH2:29][c:28]3[cH:27][cH:26][c:25]([F:24])[cH:32][cH:31]3)[cH:10][cH:11]2)[cH:15][cH:16][cH:17]1. Yield: 57.0%. As a reaction SMILES: [F:1][C:2]1[CH:3]=[C:4]2[C:9](=[C:10]([CH2:13][O:14][C:15](=[O:17])[CH3:16])[C:11]=1[F:12])[N:8]=[CH:7][C:6]([C:18]([O:20][CH2:21][CH3:22])=[O:19])=[C:5]2[OH:23].C(=O)([O-])[O-].[K+].[K+].C[N:31](C)C=O.C1(C)C=C(C)C=C(C)C=1S(NO)(=O)=O>C(Cl)Cl>[NH2:31][N:8]1[C:9]2[C:4](=[CH:3][C:2]([F:1])=[C:11]([F:12])[C:10]=2[CH2:13][O:14][C:15](=[O:17])[CH3:16])[C:5](=[O:23])[C:6]([C:18]([O:20][CH2:21][CH3:22])=[O:19])=[CH:7]1 |f:1.2.3|. Reported procedure: 10.7 g (32.9 mmol) of ethyl 6,7-difluoro-4-hydroxy-8-acetoxymethylquinoline-3-carboxylate and 14.2 g (65.8 mmol) of anhydrous potassium carbonate were added to 130 ml of N,N-dimethylformamide, and the solution was stirred at room temperature for 4 hours. 14 g (NET 8.97 g, 49 mmol) of mesitylenesulfonylhydroxyamine was dissolved in 100 ml of methylene chloride, and after drying over sodium sulfate, while cooling on ice, this solution was dropped to the previous solution through 20 minutes. Then, ... The solvent is C(Cl)Cl (methylene chloride). Yields the product NN1C=C(C(C2=CC(=C(C(=C12)COC(C)=O)F)F)=O)C(=O)OCC (Ethyl 1-Amino-6,7-difluoro-8-acetoxymethyl-1,4-dihydro -4-oxoquinoline-3-carboxylate). The reactants are FC=1C=C2C(=C(C=NC2=C(C1F)COC(C)=O)C(=O)OCC)O (ethyl 6,7-difluoro-4-hydroxy-8-acetoxymethylquinoline-3-carboxylate), C([O-])([O-])=O.[K+].[K+] (potassium carbonate), CN(C=O)C (N,N-dimethylformamide), C1(=C(C(=CC(=C1)C)C)S(=O)(=O)NO)C (mesitylenesulfonylhydroxyamine). Run at time 4 hour. Reactants: CN(C)C(=O)C1=CC2=C(C(=C1)C3CCCN3)OC(=CC2=O)N4CCOCC4, C1=C(C=C(C=C1F)Br)F. The reagents and catalysts are C(=O)([O-])[O-].[Cs+].[Cs+], CC1(C2=C(C(=CC=C2)P(C3=CC=CC=C3)C4=CC=CC=C4)OC5=C1C=CC=C5P(C6=CC=CC=C6)C7=CC=CC=C7)C, CC(=O)O.CC(=O)O.[Pd]. Run in C1COCCO1. Reaction conditions: temperature 100 celsius. The product is CN(C)C(=O)C1=CC2=C(C(=C1)C3CCCN3C4=CC(=CC(=C4)F)F)OC(=CC2=O)N5CCOCC5. Isolated yield 51.2%. Reported procedure: diacetoxypalladium (2.90 mg, 0.01 mmol) was added to a stirred mixture of N,N-dimethyl-2-morpholino-4-oxo-8-(pyrrolidin-2-yl)-4H-chromene-6-carboxamide (120 mg, 0.32 mmol), (9,9-dimethyl-9H-xanthene-4,5-diyl)bis(diphenylphosphine) (15.89 mg, 0.03 mmol), 1-bromo-3,5-difluorobenzene (46.5 µl, 0.40 mmol) and cesium carbonate (158 mg, 0.48 mmol) suspended in 1,4-dioxane (3184 µl). The resulting suspension was degased with argon and then stirred at 100 °C for 20 hours.  The reaction mixture was allow... Starting materials: CCOC(=O)C(C)C(O)(c1ccc(OC)cc1)c1ccc(OC)cc1, O, O=P(Cl)(Cl)Cl, c1ccccc1. The product is CCOC(=O)C(C)=C(c1ccc(OC)cc1)c1ccc(OC)cc1. As a reaction SMILES: [CH3:12][O:13][c:14]1[cH:15][cH:16][c:17]([C:20]([CH:21]([C:22](=[O:23])[O:24][CH2:25][CH3:26])[CH3:27])([OH:28])[c:29]2[cH:30][cH:31][c:32]([O:35][CH3:36])[cH:33][cH:34]2)[cH:18][cH:19]1.[OH2:37].[P:1]([Cl:2])([Cl:3])([Cl:4])=[O:5].[cH:6]1[cH:7][cH:8][cH:9][cH:10][cH:11]1>>[CH3:12][O:13][c:14]1[cH:15][cH:16][c:17]([C:20](=[C:21]([C:22](=[O:23])[O:24][CH2:25][CH3:26])[CH3:27])[c:29]2[cH:30][cH:31][c:32]([O:35][CH3:36])[cH:33][cH:34]2)[cH:18][cH:19]1.